From a dataset of the Open Reaction Database (ORD), a public repository of structured organic reaction records. describe an organic reaction: reactants, conditions, products, and yield Starting materials: E-6. 1,2-Dihydro-5-methyl-2-oxo-1,6-naphthyridine-3-carboxylic acid, CC1=C2C=C(C(NC2=CC=N1)=O)C#N (1,2-dihydro-5-methyl-2-oxo-1,6-naphthyridine-3-carbonitrile), S(O)(O)(=O)=O (sulphuric acid), O (water), [OH-].[NH4+] (ammonium hydroxide). Solvent: CO (methanol), C(C)(=O)O (acetic acid), CCOCC (ether). The product is CC1=C2C=C(C(NC2=CC=N1)=O)C(=O)O (1,2-dihydro-5-methyl-2-oxo-1,6-naphthyridine-3-carboxylic acid). RXN SMILES: [CH3:1][C:2]1[N:11]=[CH:10][CH:9]=[C:8]2[C:3]=1[CH:4]=[C:5]([C:13]#N)[C:6](=[O:12])[NH:7]2.S(=O)(=O)(O)O.[OH2:20].[OH-:21].[NH4+]>CCOCC.C(O)(=O)C.CO>[CH3:1][C:2]1[N:11]=[CH:10][CH:9]=[C:8]2[C:3]=1[CH:4]=[C:5]([C:13]([OH:21])=[O:20])[C:6](=[O:12])[NH:7]2 |f:3.4|. Procedure: E-6. 1,2-Dihydro-5-methyl-2-oxo-1,6-naphthyridine-3-carboxylic acid--A mixture containing 63 g of 1,2-dihydro-5-methyl-2-oxo-1,6-naphthyridine-3-carbonitrile, 100 ml of concentrated sulphuric acid and 100 ml of water was heated on a steam bath for 16 hours, after which time tlc analyses (20% methanol in ether) indicated the presence of a considerable amount of starting material. Therefore, the reaction mixture was heated in a oil bath at 135°-140° C. for 8 hours, cooled to room temperature and p...